From a dataset of the Open Reaction Database (ORD), a public repository of structured organic reaction records. describe an organic reaction: reactants, conditions, products, and yield The reactants are C(C1=CC=CC=C1)OC(=O)C=1CC=CNC1 (1,4-dihydropyridine-5-carboxylic acid benzyl ester), C(C)O (ethanol), C(C)O (ethanol). Product: 2'-trifluoromethylbenzylideneacetoacetic acid methyl ester, C(C1=CC=CC=C1)OC(\C=C(\C)/N)=O (β-aminocrotonic acid benzyl ester). Yield: 75.0%. Reaction SMILES: [CH2:1]([O:8][C:9]([C:11]1CC=C[NH:15][CH:16]=1)=[O:10])[C:2]1[CH:7]=[CH:6][CH:5]=[CH:4][CH:3]=1.[CH2:17](O)C>>[CH2:1]([O:8][C:9](=[O:10])/[CH:11]=[C:16](\[NH2:15])/[CH3:17])[C:2]1[CH:3]=[CH:4][CH:5]=[CH:6][CH:7]=1. Procedure: Analogously to Example 1 heating a solution of 75 mmols of 2'-trifluoromethylbenzylideneacetoacetic acid methyl ester and 75 mmols of β-aminocrotonic acid benzyl ester in 120 ml of ethanol gave 2,6-dimethyl-3-methoxycarbonyl-4-'2'-trifluoromethylphenyl)-1,4-dihydropyridine-5-carboxylic acid benzyl ester of melting point 136° C (from ethanol). Reactants: N1=CC=C(C=C1)CCl (4-picolyl chloride), Ice water, CC1CC(CCC1C)NC([C@@H](NC(C1=CC=C(C=C1)CNC(=O)OC(C)(C)C)=O)CC1=CC=C(C=C1)OCC1=CC=CC=C1)=O (N-[4-(t-butyloxycarbonyl)aminomethylbenzoyl]-4-benzyloxy-L-phenylalanine 3,4-dimethylcyclohexylamide), [H-].[Na+] (sodium hydride). Solvent: CN(C=O)C (N,N-dimethylformamide), CN(C=O)C (N,N-dimethylformamide). Conditions: time 30 minute. Yields the product C1(CCCCC1)NC([C@@H](NC(C1=CC=C(C=C1)CNC(=O)OC(C)(C)C)=O)CC1=CC=C(C=C1)OCC1=CC=CC=C1)=O (N-[4-(t-butyloxycarbonyl)aminomethylbenzoyl]-4-benzyloxy-L-phenylalanine cyclohexylamide). Reaction SMILES: C[CH:2]1[CH:7](C)[CH2:6][CH2:5][CH:4]([NH:9][C:10](=[O:45])[C@H:11]([CH2:30][C:31]2[CH:36]=[CH:35][C:34]([O:37][CH2:38][C:39]3[CH:44]=[CH:43][CH:42]=[CH:41][CH:40]=3)=[CH:33][CH:32]=2)[NH:12][C:13](=[O:29])[C:14]2[CH:19]=[CH:18][C:17]([CH2:20][NH:21][C:22]([O:24][C:25]([CH3:28])([CH3:27])[CH3:26])=[O:23])=[CH:16][CH:15]=2)[CH2:3]1.[H-].[Na+].N1C=CC(CCl)=CC=1>CN(C)C=O>[CH:4]1([NH:9][C:10](=[O:45])[C@H:11]([CH2:30][C:31]2[CH:36]=[CH:35][C:34]([O:37][CH2:38][C:39]3[CH:40]=[CH:41][CH:42]=[CH:43][CH:44]=3)=[CH:33][CH:32]=2)[NH:12][C:13](=[O:29])[C:14]2[CH:15]=[CH:16][C:17]([CH2:20][NH:21][C:22]([O:24][C:25]([CH3:27])([CH3:26])[CH3:28])=[O:23])=[CH:18][CH:19]=2)[CH2:5][CH2:6][CH2:7][CH2:2][CH2:3]1 |f:1.2|. Procedure: A mixture of the above compound (II) (1.70 g), palladium black (0.20 g), cyclohexene (6 ml), and ethanol (50 ml) was reacted under reflux of ethanol. After cooling, the solid was filtered off and the filtrate was concentrated to obtain N-(t-butyloxycarbonyl)-4-hydroxy-L-phenylalanine 4-pipecolylamide (III) (1.36 g). The compound (III) was dissolved, without purification, in N,N-dimethylformamide (20 ml). To this solution was added oily sodium hydride (60% content) (0.16 g), followed by stirring ... The reactants are C(C(C#N)c1ccc(cc1)[Cl])=O, CC1=CN=C(C=C1)N, [C-]#[N+]C1CCCCC1. The reagents and catalysts are O=C(O)C(F)(F)F (trifluoroacetic acid). Run in CC(C)O (isopropyl alcohol), CC(C)O (isopropylalcohol). Run at temperature 22 celsius, time 20 hour. Product: Cc1ccc2nc(C(C#N)c3ccc(cc3)[Cl])c(NC3CCCCC3)n2c1. Yield: 0.0%. RXN SMILES: CC1=CC=C(N)N=C1.[C-]#[N+]C1CCCCC1.ClC1=CC=C(C=C1)C(C=O)C#N>>CC1=CN2C(C=C1)=NC(C(C#N)C1=CC=C(Cl)C=C1)=C2NC1CCCCC1. The reactants are S(=O)(Cl)Cl (thionyl chloride), S1C=C(C2=C1C=CC=C2)C(O)C2CCCCC2 (1-benzothiophen-3-yl(cyclohexyl)methanol), C(O)([O-])=O.[Na+] (sodium hydrogen carbonate). Run in C1(=CC=CC=C1)C (toluene). Run at time 4 hour. Product: ClC(C1=CSC2=C1C=CC=C2)C2CCCCC2 (3-[chloro(cyclohexyl)methyl]-1-benzothiophene). Isolated yield 97.0%. As a reaction SMILES: [S:1]1[C:5]2[CH:6]=[CH:7][CH:8]=[CH:9][C:4]=2[C:3]([CH:10]([CH:12]2[CH2:17][CH2:16][CH2:15][CH2:14][CH2:13]2)O)=[CH:2]1.S(Cl)([Cl:20])=O.C(=O)([O-])O.[Na+]>C1(C)C=CC=CC=1>[Cl:20][CH:10]([CH:12]1[CH2:17][CH2:16][CH2:15][CH2:14][CH2:13]1)[C:3]1[C:4]2[CH:9]=[CH:8][CH:7]=[CH:6][C:5]=2[S:1][CH:2]=1 |f:2.3|. Procedure details: To a solution of 1-benzothiophen-3-yl(cyclohexyl)methanol (2.32 g) synthesized above in toluene (25 mL) was added dropwise thionyl chloride (824 μL), and the mixture was stirred at room temperature for 4 hr. The reaction mixture was poured into ice-cooled saturated aqueous sodium hydrogen carbonate solution, and the mixture was extracted with ethyl acetate. The extract was washed with saturated brine, dried over magnesium sulfate, and concentrated under reduced pressure to give the title object ... Reactants: O(C1=CC=CC=C1)CCOC=1C(=CC2=CC=CC=C2C1)O (3-(2-phenoxyethoxy)-2-naphthol), C1(OCCO1)=O (ethylene carbonate). Reagents/catalysts: [Br-].C(C)[N+](CC)(CC)CC (tetraethylammonium bromide). Solvent: ClCCl (dichloromethane). The product is O(C1=CC=CC=C1)CCOC=1C(=CC2=CC=CC=C2C1)OCCO (2-[[3-(2-phenoxyethoxy)2-naphthalenyl]oxy]ethanol). Yield: 73.1%. Reaction SMILES: [O:1]([CH2:8][CH2:9][O:10][C:11]1[C:12]([OH:21])=[CH:13][C:14]2[C:19]([CH:20]=1)=[CH:18][CH:17]=[CH:16][CH:15]=2)[C:2]1[CH:7]=[CH:6][CH:5]=[CH:4][CH:3]=1.C1(=O)O[CH2:25][CH2:24][O:23]1>[Br-].C([N+](CC)(CC)CC)C.ClCCl>[O:1]([CH2:8][CH2:9][O:10][C:11]1[C:12]([O:21][CH2:25][CH2:24][OH:23])=[CH:13][C:14]2[C:19]([CH:20]=1)=[CH:18][CH:17]=[CH:16][CH:15]=2)[C:2]1[CH:3]=[CH:4][CH:5]=[CH:6][CH:7]=1 |f:2.3|. Procedure: A stirred mixture of 3-(2-phenoxyethoxy)-2-naphthol (3.9 g), ethylene carbonate (1.4 g) and tetraethylammonium bromide (0.8 g) was heated at 155°-160° C. for 2 hours. The cooled reaction was diluted with dichloromethane and washed with 1N sodium hydroxide and with water. The organic layer was dried (Na2SO4), filtered, and evaporated to give crude material which was purified by HPLC (dichloromethane-ethyl acetate; 20:1 ) and crystallized from dichloromethane-diethyl ether to give 3.3 g of 2-[[3-(... Starting materials: CN1CCCN(S(=O)(=O)c2ccc(Br)cc2)CC1, O=C([O-])[O-], CC(=O)[O-], COc1ccnc(CCc2nc3cc(I)cnc3[nH]2)c1, [Cl-], [K+], [K+], [K+], [Li+], C1COCCO1, O, [Pd], c1ccc(P(c2ccccc2)c2ccccc2)cc1, c1ccc(P(c2ccccc2)c2ccccc2)cc1, c1ccc(P(c2ccccc2)c2ccccc2)cc1, c1ccc(P(c2ccccc2)c2ccccc2)cc1. The product is COc1ccnc(CCc2nc3cc(-c4ccc(S(=O)(=O)N5CCCN(C)CC5)cc4)cnc3[nH]2)c1. RXN SMILES: [Br:1][c:2]1[cH:3][cH:4][c:5]([S:8](=[O:9])(=[O:10])[N:11]2[CH2:12][CH2:13][N:14]([CH3:18])[CH2:15][CH2:16][CH2:17]2)[cH:6][cH:7]1.[C:44](=[O:45])([O-:46])[O-:47].[CH3:20][C:21](=[O:22])[O-:23].[CH3:24][O:25][c:26]1[cH:27][c:28]([CH2:32][CH2:33][c:34]2[n:35][c:36]3[c:37]([n:38][cH:39][c:40]([I:42])[cH:41]3)[nH:43]2)[n:29][cH:30][cH:31]1.[Cl-:51].[K+:19].[K+:48].[K+:49].[Li+:50].[O:52]1[CH2:53][CH2:54][O:55][CH2:56][CH2:57]1.[OH2:58].[Pd:59].[c:117]1([P:118]([c:119]2[cH:120][cH:121][cH:122][cH:123][cH:124]2)[c:125]2[cH:126][cH:127][cH:128][cH:129][cH:130]2)[cH:131][cH:132][cH:133][cH:134][cH:135]1.[c:60]1([P:61]([c:62]2[cH:63][cH:64][cH:65][cH:66][cH:67]2)[c:68]2[cH:69][cH:70][cH:71][cH:72][cH:73]2)[cH:74][cH:75][cH:76][cH:77][cH:78]1.[c:79]1([P:80]([c:81]2[cH:82][cH:83][cH:84][cH:85][cH:86]2)[c:87]2[cH:88][cH:89][cH:90][cH:91][cH:92]2)[cH:93][cH:94][cH:95][cH:96][cH:97]1.[c:98]1([P:99]([c:100]2[cH:101][cH:102][cH:103][cH:104][cH:105]2)[c:106]2[cH:107][cH:108][cH:109][cH:110][cH:111]2)[cH:112][cH:113][cH:114][cH:115][cH:116]1>>[c:2]1(-[c:40]2[cH:39][n:38][c:37]3[c:36]([n:35][c:34]([CH2:33][CH2:32][c:28]4[cH:27][c:26]([O:25][CH3:24])[cH:31][cH:30][n:29]4)[nH:43]3)[cH:41]2)[cH:3][cH:4][c:5]([S:8](=[O:9])(=[O:10])[N:11]2[CH2:12][CH2:13][N:14]([CH3:18])[CH2:15][CH2:16][CH2:17]2)[cH:6][cH:7]1. Reactants: compound, C1(CCCCC1)N=C=NC1CCCCC1 (1,3-dicyclohexyl carbodiimide), resultant solution, COC(C(=O)O)C1=CC=CC=C1 ((-)-α-methoxyphenylacetic acid), resultant mixture. Reagents/catalysts: CN(C1=CC=NC=C1)C (4-dimethylaminopyridine). Run in C(C)(=O)OCC (ethyl acetate). The product is C1(CCCCC1)NC(=O)NC1CCCCC1 (Dicyclohexyl urea). Reaction SMILES: C[O:2]C(C1C=CC=CC=1)C(O)=O.[CH:13]1([N:19]=[C:20]=[N:21][CH:22]2[CH2:27][CH2:26][CH2:25][CH2:24][CH2:23]2)[CH2:18][CH2:17][CH2:16][CH2:15][CH2:14]1>C(OCC)(=O)C.CN(C)C1C=CN=CC=1>[CH:22]1([NH:21][C:20]([NH:19][CH:13]2[CH2:14][CH2:15][CH2:16][CH2:17][CH2:18]2)=[O:2])[CH2:27][CH2:26][CH2:25][CH2:24][CH2:23]1. Procedure details: In 50 ml of ethyl acetate was dissolved with heating 1.0 g (2.73 mmole) of the compound obtained in step 1 of Example 1 above. To the resultant solution were added 0.68 g (4.10 mmole) of (-)-α-methoxyphenylacetic acid and then 0.67 g (3.28 mmole) of 1,3-dicyclohexyl carbodiimide at room temperature. Subsequently, 0.040 g (0.33 mmole) of 4-dimethylaminopyridine as a catalyst was added. The resultant mixture was stirred for 24 hours. Dicyclohexyl urea in the form of a white solid produced during t...